Task: describe an organic reaction: reactants, conditions, products, and yield. Dataset: the Open Reaction Database (ORD), a public repository of structured organic reaction records The reactants are C(C)(C)(C)C1=CC=C(C=C1)C1C(C1)C(=O)OCC (ethyl 2-(4-tert-butylphenyl)cyclopropanecarboxylate), O.NN (hydrazine hydrate). The solvent is C(C)O (ethanol). Conditions: temperature 95 celsius. The product is C(C)(C)(C)C1=CC=C(C=C1)C1C(C1)C(=O)NN (2-(4-tert-butylphenyl)cyclopropanecarbohydrazide). Isolated yield 83.9%. As a reaction SMILES: [C:1]([C:5]1[CH:10]=[CH:9][C:8]([CH:11]2[CH2:13][CH:12]2[C:14]([O:16]CC)=O)=[CH:7][CH:6]=1)([CH3:4])([CH3:3])[CH3:2].O.[NH2:20][NH2:21]>C(O)C>[C:1]([C:5]1[CH:10]=[CH:9][C:8]([CH:11]2[CH2:13][CH:12]2[C:14]([NH:20][NH2:21])=[O:16])=[CH:7][CH:6]=1)([CH3:4])([CH3:3])[CH3:2] |f:1.2|. Reported procedure: To a room temperature solution of ethyl 2-(4-tert-butylphenyl)cyclopropanecarboxylate (1.0 g, 0.004 mol) in ethanol (10 mL) was added hydrazine hydrate (2 g, 0.04 mol) and the reaction mixture was then heated at 95° C. for 16 h. The mixture was then concentrated in vacuo and the solid that was obtained was washed with hexanes to afford 2-(4-tert-butylphenyl)cyclopropanecarbohydrazide (0.78 g, 82%) as a white solid. Reactants: C(C)OC(=O)C=C(C)C1C2CCC(C1C=C(C)C)C2 (2-(1-ethoxycarbonylprop-1-en-2-yl)-3-(2-methylprop-1-en-1-yl)-bicyclo[2.2.1]heptane), [H][H] (hydrogen). Reagents/catalysts: [Pd] (palladium on alumina). Run in C(C)(=O)OCC (ethyl acetate). Run at time 5 hour. Yields the product C(C)OC(=O)CC(C)C1C2CCC(C1CC(C)C)C2 (2-(1-Ethoxycarbonylpropan-2-yl)-3-(2-methyl-1-propyl)-bicyclo[2.2.1]heptane). RXN SMILES: [CH2:1]([O:3][C:4]([CH:6]=[C:7]([CH:9]1[CH:14]([CH:15]=[C:16]([CH3:18])[CH3:17])[CH:13]2[CH2:19][CH:10]1[CH2:11][CH2:12]2)[CH3:8])=[O:5])[CH3:2].[H][H]>C(OCC)(=O)C.[Pd]>[CH2:1]([O:3][C:4]([CH2:6][CH:7]([CH:9]1[CH:14]([CH2:15][CH:16]([CH3:18])[CH3:17])[CH:13]2[CH2:19][CH:10]1[CH2:11][CH2:12]2)[CH3:8])=[O:5])[CH3:2]. Procedure: A solution of 60 g (0.22 mole) of 2-(1-ethoxycarbonylprop-1-en-2-yl)-3-(2-methylprop-1-en-1-yl)-bicyclo[2.2.1]heptane in 100 ml of ethyl acetate was stirred together with 1.6 g of palladium on alumina (0.5% strength) at 90° C. in a hydrogen atmosphere under 150 bar until the pressure remained constant for 5 hours. Yields the product C(C)C(CP(=O)(Cl)Cl)CCCC (mono-2-ethylhexylphosphoryldichloride). The yield is 108.2%. The reactants are mono-2-ethylhexyldiphenyl phosphate, Cl (hydrochloric acid), P(=O)(Cl)(Cl)Cl (phosphorus oxychloride), C(C)C(CO)CCCC (2-ethylhexanol). Solvent: O (water). RXN SMILES: [P:1]([Cl:5])(Cl)([Cl:3])=[O:2].[CH2:6]([CH:8]([CH2:11][CH2:12][CH2:13][CH3:14])[CH2:9]O)[CH3:7].Cl>O>[CH2:6]([CH:8]([CH2:11][CH2:12][CH2:13][CH3:14])[CH2:9][P:1]([Cl:5])([Cl:3])=[O:2])[CH3:7]. Procedure details: The synthesis of mono-2-ethylhexyldiphenyl phosphate: To 460 g of phosphorus oxychloride put into a 2 liter four-necked flask with cooling by iced water, while stirring, were added dropwise spending the period of an hour and ten minutes 402 g (3.09 M) of 2-ethylhexanol at the temperature of 10° C. And the mixture, with continued stirring, was heated slowly up to 50° C. spending 5 hours and a half, and was then kept at the same temperature for two hours, during which the inside of the flask was s... Run at temperature 50 celsius, time 5 hour. Starting materials: FC1=NC(=CC=C1)F (2,6-difluoropyridine), [C-]#N.[Na+] (sodium cyanide). Yields the product C(#N)C1=NC(=CC=C1)F (2-Cyano-6-fluoropyridine). Run at temperature 100 celsius. The yield is 22.3%. Run in CS(=O)C (DMSO), CCOC(=O)C (EtOAc), CS(=O)C (DMSO). Reaction SMILES: F[C:2]1[CH:7]=[CH:6][CH:5]=[C:4]([F:8])[N:3]=1.[C-:9]#[N:10].[Na+]>CS(C)=O.CCOC(C)=O>[C:9]([C:2]1[CH:7]=[CH:6][CH:5]=[C:4]([F:8])[N:3]=1)#[N:10] |f:1.2|. Procedure details: Dissolve 2,6-difluoropyridine (12 g, 104.2 mmol) in anhydrous DMSO (5 mL). Add a solution of sodium cyanide (1.3 g, 26.53 mmol) in DMSO (60 mL) over 12 h using a syringe pump. Heat the mixture to 100° C. overnight. Cool to ambient temperature, dilute with EtOAc (500 mL), and wash with brine. Dry the organic phase over Na2SO4, filter, and concentrate in vacuo. Purify by chromatography on silica gel eluting with hexane/EtOAc (1:0 and 4:1) to give the desired intermediate as a solid (723 mg, 22%). ... The reactants are CC(=O)OC(C)=O, Fc1cccc(CN(CCN2CCNCC2)Cc2nccn2Cc2cc(Cl)cc(Cl)c2)c1, ClCCl, [Na+], O=C([O-])O. The product is CC(=O)N1CCN(CCN(Cc2cccc(F)c2)Cc2nccn2Cc2cc(Cl)cc(Cl)c2)CC1. RXN SMILES: [CH3:33][C:34](=[O:35])[O:36][C:37]([CH3:38])=[O:39].[Cl:1][c:2]1[cH:3][c:4]([CH2:5][n:6]2[c:7]([CH2:11][N:12]([CH2:13][CH2:14][N:15]3[CH2:16][CH2:17][NH:18][CH2:19][CH2:20]3)[CH2:21][c:22]3[cH:23][c:24]([F:28])[cH:25][cH:26][cH:27]3)[n:8][cH:9][cH:10]2)[cH:29][c:30]([Cl:32])[cH:31]1.[Cl:45][CH2:46][Cl:47].[Na+:44].[O-:40][C:41]([OH:42])=[O:43]>>[Cl:1][c:2]1[cH:3][c:4]([CH2:5][n:6]2[c:7]([CH2:11][N:12]([CH2:13][CH2:14][N:15]3[CH2:16][CH2:17][N:18]([C:34]([CH3:33])=[O:35])[CH2:19][CH2:20]3)[CH2:21][c:22]3[cH:23][c:24]([F:28])[cH:25][cH:26][cH:27]3)[n:8][cH:9][cH:10]2)[cH:29][c:30]([Cl:32])[cH:31]1. Starting materials: CC(Cl)c1cccnc1, N#Cc1ccc(OC2CCNCC2)cc1Cl. Reagents/catalysts: O=C([O-])[O-].[Cs+].[Cs+] (cesium carbonate), [I-].[K+] (potassium iodide). Solvent: CN(C)C=O (DMF), CN(C)C=O (dmf), CN(C)C=O (DMF). Run at temperature 70 celsius, time 16 hour. Product: CC(c1cccnc1)N1CCC(Oc2ccc(C#N)c(Cl)c2)CC1. Starting materials: C1CCOC1, CC1(C)OB(c2cccc3[nH]ccc23)OC1(C)C, Nc1ncc(Br)cn1, [Na+], [OH-], c1ccc(P(c2ccccc2)(c2ccccc2)[Pd](P(c2ccccc2)(c2ccccc2)c2ccccc2)(P(c2ccccc2)(c2ccccc2)c2ccccc2)P(c2ccccc2)(c2ccccc2)c2ccccc2)cc1. Product: Nc1ncc(-c2cccc3[nH]ccc23)cn1. RXN SMILES: [CH2:29]1[O:30][CH2:31][CH2:32][CH2:33]1.[CH3:3][C:4]1([CH3:5])[C:6]([CH3:7])([CH3:8])[O:9][B:10]([c:11]2[c:12]3[cH:13][cH:14][nH:15][c:16]3[cH:17][cH:18][cH:19]2)[O:20]1.[NH2:21][c:22]1[n:23][cH:24][c:25]([Br:28])[cH:26][n:27]1.[Na+:2].[OH-:1].[cH:34]1[cH:35][cH:36][c:37]([P:38]([Pd:39]([P:40]([c:41]2[cH:42][cH:43][cH:44][cH:45][cH:46]2)([c:47]2[cH:48][cH:49][cH:50][cH:51][cH:52]2)[c:53]2[cH:54][cH:55][cH:56][cH:57][cH:58]2)([P:59]([c:60]2[cH:61][cH:62][cH:63][cH:64][cH:65]2)([c:66]2[cH:67][cH:68][cH:69][cH:70][cH:71]2)[c:72]2[cH:73][cH:74][cH:75][cH:76][cH:77]2)[P:78]([c:79]2[cH:80][cH:81][cH:82][cH:83][cH:84]2)([c:85]2[cH:86][cH:87][cH:88][cH:89][cH:90]2)[c:91]2[cH:92][cH:93][cH:94][cH:95][cH:96]2)([c:97]2[cH:98][cH:99][cH:100][cH:101][cH:102]2)[c:103]2[cH:104][cH:105][cH:106][cH:107][cH:108]2)[cH:109][cH:110]1>>[c:11]1(-[c:25]2[cH:24][n:23][c:22]([NH2:21])[n:27][cH:26]2)[c:12]2[cH:13][cH:14][nH:15][c:16]2[cH:17][cH:18][cH:19]1.